This data is from the Open Reaction Database (ORD), a public repository of structured organic reaction records. The task is: describe an organic reaction: reactants, conditions, products, and yield Reactants: OCCc1ccc2cc(Br)ccc2c1, O=C([O-])[O-], CC1(C)OB(c2cncc(C#N)c2)OC1(C)C, CC(C)O, [Na+], [Na+], O, Cl[Pd]Cl, c1ccc(-c2ccccc2P(C2CCCCC2)C2CCCCC2)cc1, c1ccc(P(c2ccccc2)c2ccccc2)cc1, c1ccc(P(c2ccccc2)c2ccccc2)cc1. Yields the product N#Cc1cncc(-c2ccc3cc(CCO)ccc3c2)c1. As a reaction SMILES: [Br:18][c:19]1[cH:20][c:21]2[cH:22][cH:23][c:24]([CH2:29][CH2:30][OH:31])[cH:25][c:26]2[cH:27][cH:28]1.[C:32](=[O:33])([O-:34])[O-:35].[CH3:1][C:2]1([CH3:3])[C:4]([CH3:5])([CH3:6])[O:7][B:8]([c:9]2[cH:10][n:11][cH:12][c:13]([C:14]#[N:15])[cH:16]2)[O:17]1.[CH:63]([OH:64])([CH3:65])[CH3:66].[Na+:36].[Na+:37].[OH2:67].[Pd:68]([Cl:69])[Cl:70].[c:38]1(-[c:39]2[cH:40][cH:41][cH:42][cH:43][cH:44]2)[cH:45][cH:46][cH:47][cH:48][c:49]1[P:50]([CH:51]1[CH2:52][CH2:53][CH2:54][CH2:55][CH2:56]1)[CH:57]1[CH2:58][CH2:59][CH2:60][CH2:61][CH2:62]1.[c:71]1([P:72]([c:73]2[cH:74][cH:75][cH:76][cH:77][cH:78]2)[c:79]2[cH:80][cH:81][cH:82][cH:83][cH:84]2)[cH:85][cH:86][cH:87][cH:88][cH:89]1.[c:90]1([P:91]([c:92]2[cH:93][cH:94][cH:95][cH:96][cH:97]2)[c:98]2[cH:99][cH:100][cH:101][cH:102][cH:103]2)[cH:104][cH:105][cH:106][cH:107][cH:108]1>>[c:9]1(-[c:19]2[cH:20][c:21]3[cH:22][cH:23][c:24]([CH2:29][CH2:30][OH:31])[cH:25][c:26]3[cH:27][cH:28]2)[cH:10][n:11][cH:12][c:13]([C:14]#[N:15])[cH:16]1. Reactants: C(#N)N=C(C(C)(OC1=CC=CC=C1)C)OCC (ethyl N-cyano-2-methyl-2-phenoxypropanimidoate), NC12CCC(CC1)(C2)C(=O)N (4-aminobicyclo[2.2.1]heptane-1-carboxamide). The reagents and catalysts are CN(C1=CC=NC=C1)C (4-(dimethylamino)pyridine). Run in C(C)O (ethanol). Run at time 5 hour. The product is C(#N)N=C(C(C)(OC1=CC=CC=C1)C)NC12CCC(CC1)(C2)C(=O)N (4-{[N-cyano-2-methyl-2-phenoxypropanimidoyl]amino}bicyclo[2.2.1]heptane-1-carboxamide). Reaction SMILES: [C:1]([N:3]=[C:4](OCC)[C:5]([CH3:14])([O:7][C:8]1[CH:13]=[CH:12][CH:11]=[CH:10][CH:9]=1)[CH3:6])#[N:2].[NH2:18][C:19]12[CH2:25][C:22]([C:26]([NH2:28])=[O:27])([CH2:23][CH2:24]1)[CH2:21][CH2:20]2>C(O)C.CN(C)C1C=CN=CC=1>[C:1]([N:3]=[C:4]([NH:18][C:19]12[CH2:25][C:22]([C:26]([NH2:28])=[O:27])([CH2:21][CH2:20]1)[CH2:23][CH2:24]2)[C:5]([CH3:6])([O:7][C:8]1[CH:9]=[CH:10][CH:11]=[CH:12][CH:13]=1)[CH3:14])#[N:2]. Procedure: To a mixture of ethyl N-cyano-2-methyl-2-phenoxypropanimidoate (CI-1) (300 mg, 1.29 mmol) and 4-aminobicyclo[2.2.1]heptane-1-carboxamide (BA-7) (217 mg, 1.29 mmol) in ethanol (3 mL) was added 4-(dimethylamino)pyridine (47 mg, 0.387 mmol). The mixture was stirred at room temperature for 5 hours and then heated to 75° C. and stirred overnight. After concentration, the residue was purified by preparative reverse phase HPLC [Waters 2767; Benetnach 10-C18 20×250 mm, 10 μm; 35-85% acetonitrile/water (... Starting materials: ClCCCCN1N=NC2=C1C=CC=C2 (1-(4-chlorobutyl)-1H-benzotriazole), N1=C(C=NC2=CC=CC=C12)C1CCNCC1 (4-(2-quinoxalinyl)piperidine), C(C)(C)N(CC)C(C)C (diisopropylethylamine), [I-].[K+] (potassium iodide). Run in C(C)#N (acetonitrile). Product: N1(N=NC2=C1C=CC=C2)CCCCN2CCC(CC2)C2=NC1=CC=CC=C1N=C2 (N-(4-(1H-benzotriazole-1-yl)butyl)-4-(2-quinoxalinyl)piperidine). The yield is 63.0%. Reaction SMILES: Cl[CH2:2][CH2:3][CH2:4][CH2:5][N:6]1[C:10]2[CH:11]=[CH:12][CH:13]=[CH:14][C:9]=2[N:8]=[N:7]1.[N:15]1[C:24]2[C:19](=[CH:20][CH:21]=[CH:22][CH:23]=2)[N:18]=[CH:17][C:16]=1[CH:25]1[CH2:30][CH2:29][NH:28][CH2:27][CH2:26]1.C(N(C(C)C)CC)(C)C.[I-].[K+]>C(#N)C>[N:6]1([CH2:5][CH2:4][CH2:3][CH2:2][N:28]2[CH2:27][CH2:26][CH:25]([C:16]3[CH:17]=[N:18][C:19]4[C:24](=[CH:23][CH:22]=[CH:21][CH:20]=4)[N:15]=3)[CH2:30][CH2:29]2)[C:10]2[CH:11]=[CH:12][CH:13]=[CH:14][C:9]=2[N:8]=[N:7]1 |f:3.4|. Procedure: 1-(4-chlorobutyl)-1H-benzotriazole (7.55 g, 0.036 mol) was dissolved into 100 ml of acetonitrile, 4-(2-quinoxalinyl)piperidine (6.4 g, 0.03 mol), diisopropylethylamine (15.5 g, 0.12 mol) and potassium iodide (5.0 g, 0.03 mol) were respectively added. The mixture was stirred and mixed, then heated and refluxed to react for 20 hours. The mixture was cooled down to ambient temperature and filtered. The filtrate was concentrated to produce oily products, and treated by chromatography with neutral Al...